Dataset: the Open Reaction Database (ORD), a public repository of structured organic reaction records. Task: describe an organic reaction: reactants, conditions, products, and yield Run in O (water). Yield: 95.1%. The product is NCC(=O)OCC1=CC=C(C=C1)[N+](=O)[O-] (p-nitrobenzyl glycinate). Reaction conditions: time 5 minute. As a reaction SMILES: C(Cl)Cl.S(C1C=CC(C)=CC=1)(O)(=O)=O.[NH2:15][CH2:16][C:17]([O:19][CH2:20][C:21]1[CH:26]=[CH:25][C:24]([N+:27]([O-:29])=[O:28])=[CH:23][CH:22]=1)=[O:18].[OH-].[Na+]>O>[NH2:15][CH2:16][C:17]([O:19][CH2:20][C:21]1[CH:26]=[CH:25][C:24]([N+:27]([O-:29])=[O:28])=[CH:23][CH:22]=1)=[O:18] |f:1.2,3.4|. Reactants: C(Cl)Cl (methylene chloride), S(=O)(=O)(O)C1=CC=C(C)C=C1.NCC(=O)OCC1=CC=C(C=C1)[N+](=O)[O-] (p-nitrobenzyl glycinate tosylate), [OH-].[Na+] (sodium hydroxide). Reported procedure: A mixture of one liter of methylene chloride, 500 ml of water and 100 g of p-nitrobenzyl glycinate tosylate was strongly stirred while 26 ml of 10N sodium hydroxide were added dropwise and stirring was continued for 5 minutes after the addition. The decanted aqueous phase was extracted with methylene chloride and the combined organic phases were washed with water, dried and concentrated to dryness under reduced pressure at less than 40° C. to obtain 52.3 g of p-nitrobenzyl glycinate melting at 4...